From a dataset of the Open Reaction Database (ORD), a public repository of structured organic reaction records. describe an organic reaction: reactants, conditions, products, and yield Reaction conditions: time 30 minute. The reactants are [N+](=O)([O-])[O-].[Fe+2].[N+](=O)([O-])[O-] (iron nitrate), [N+](=O)([O-])[O-].[Co+2].[N+](=O)([O-])[O-] (cobalt nitrate), [N+](=O)([O-])[O-].[Bi+3].[N+](=O)([O-])[O-].[N+](=O)([O-])[O-] (bismuth nitrate). The product is [N+](=O)([O-])[O-].[Bi+3].[Co+2].[Fe+2].[N+](=O)([O-])[O-].[N+](=O)([O-])[O-].[N+](=O)([O-])[O-].[N+](=O)([O-])[O-].[N+](=O)([O-])[O-].[N+](=O)([O-])[O-] (Iron cobalt bismuth nitrate). RXN SMILES: [N+:1]([O-:4])([O-:3])=[O:2].[Fe+2:5].[N+:6]([O-:9])([O-:8])=[O:7].[N+:10]([O-:13])([O-:12])=[O:11].[Co+2:14].[N+:15]([O-:18])([O-:17])=[O:16].[N+:19]([O-:22])([O-:21])=[O:20].[Bi+3:23].[N+:24]([O-:27])([O-:26])=[O:25].[N+:28]([O-:31])([O-:30])=[O:29]>>[N+:1]([O-:4])([O-:3])=[O:2].[Bi+3:23].[Co+2:14].[Fe+2:5].[N+:6]([O-:9])([O-:8])=[O:7].[N+:10]([O-:13])([O-:12])=[O:11].[N+:15]([O-:18])([O-:17])=[O:16].[N+:19]([O-:22])([O-:21])=[O:20].[N+:24]([O-:27])([O-:26])=[O:25].[N+:28]([O-:31])([O-:30])=[O:29] |f:0.1.2,3.4.5,6.7.8.9,10.11.12.13.14.15.16.17.18.19|. Procedure details: 1191.4 g of iron nitrate (14.2% by weight of Fe) are added, while stirring, to 3427.6 g of a cobalt nitrate solution (12.4% by weight of Co) preheated to 60° C. After the end of the addition, stirring is continued for a further 30 minutes, the temperature being kept constant at 60° C. Finally, 1922.5 g of the bismuth nitrate solution (11.2% by weight of Bi) are added. Stirring is again continued for 10 minutes at 60° C. The product is COc1cccc(Oc2ccc3ccc(N)nc3n2)c1. Reaction SMILES: [CH3:13][O:14][c:15]1[cH:16][cH:17][cH:18][c:19]([OH:20])[cH:21]1.[CH3:24][CH2:25][OH:26].[K+:23].[NH2:1][c:2]1[n:3][c:4]2[n:5][c:6]([Cl:12])[cH:7][cH:8][c:9]2[cH:10][cH:11]1.[OH-:22]>>[NH2:1][c:2]1[n:3][c:4]2[n:5][c:6]([O:20][c:19]3[cH:18][cH:17][cH:16][c:15]([O:14][CH3:13])[cH:21]3)[cH:7][cH:8][c:9]2[cH:10][cH:11]1. Reactants: COc1cccc(O)c1, CCO, [K+], Nc1ccc2ccc(Cl)nc2n1, [OH-]. The reactants are C(C1=CC=CC=C1)OC(=O)N[C@@H](CO)C(=O)N[C@@H](CC1=CC=C(C=C1)O)C(=O)O (N-benzyloxycarbonyl-L-seryl-L-tyrosine), C1(CCCCC1)N=C=NC1CCCCC1 (dicyclohexylcarbodiimide), ON1C(CCC1=O)=O (N-hydroxysuccinimide), Cl.C(C)OC(CN)=O (glycine ethyl ester hydrochloride). The solvent is C(C)N(CC)CC (triethylamine), CN(C=O)C (N,N-dimethylformamide). The product is C(C)OC(CNC([C@@H](NC([C@@H](NC(=O)OCC1=CC=CC=C1)CO)=O)CC1=CC=C(C=C1)O)=O)=O (N-benzyloxycarbonyl-L-seryl-L-tyrosylglycine ethyl ester). RXN SMILES: [CH2:1]([O:8][C:9]([NH:11][C@H:12]([C:15]([NH:17][C@H:18]([C:27]([OH:29])=O)[CH2:19][C:20]1[CH:25]=[CH:24][C:23]([OH:26])=[CH:22][CH:21]=1)=[O:16])[CH2:13][OH:14])=[O:10])[C:2]1[CH:7]=[CH:6][CH:5]=[CH:4][CH:3]=1.ON1C(=O)CCC1=O.Cl.[CH2:39]([O:41][C:42](=[O:45])[CH2:43][NH2:44])[CH3:40].C1(N=C=NC2CCCCC2)CCCCC1>C(N(CC)CC)C.CN(C)C=O>[CH2:39]([O:41][C:42](=[O:45])[CH2:43][NH:44][C:27](=[O:29])[C@H:18]([CH2:19][C:20]1[CH:21]=[CH:22][C:23]([OH:26])=[CH:24][CH:25]=1)[NH:17][C:15](=[O:16])[C@H:12]([CH2:13][OH:14])[NH:11][C:9]([O:8][CH2:1][C:2]1[CH:3]=[CH:4][CH:5]=[CH:6][CH:7]=1)=[O:10])[CH3:40] |f:2.3|. Procedure details: To a stirred mixture consisting of 4.82 g. of N-benzyloxycarbonyl-L-seryl-L-tyrosine, 1.519 g. of N-hydroxysuccinimide, 1.675 g. of glycine ethyl ester hydrochloride, and 60 ml. of N,N-dimethylformamide, cooled to -15° C., is added first 1.68 ml. of triethylamine and then 2.48 g. of dicyclohexylcarbodiimide, and the resulting mixture is stirred at -15° C. for 2 hours and at room temperature for 25 hours. The mixture is then concentrated to remove solvent, and the residue is partitioned between d... The reactants are CC(=O)OC(C)=O, CO, N#CC(C#N)=C1NCCN1CCNCc1ccc(CN2CCCCC2)o1, c1ccncc1. The product is CC(=O)N(CCN1CCNC1=C(C#N)C#N)Cc1ccc(CN2CCCCC2)o1. Reaction SMILES: [CH3:27][C:28](=[O:29])[O:30][C:31](=[O:32])[CH3:33].[CH3:34][OH:35].[N:1]1([CH2:7][c:8]2[cH:9][cH:10][c:11]([CH2:13][NH:14][CH2:15][CH2:16][N:17]3[C:18](=[C:22]([C:23]#[N:24])[C:25]#[N:26])[NH:19][CH2:20][CH2:21]3)[o:12]2)[CH2:2][CH2:3][CH2:4][CH2:5][CH2:6]1.[cH:36]1[cH:37][cH:38][n:39][cH:40][cH:41]1>>[N:1]1([CH2:7][c:8]2[cH:9][cH:10][c:11]([CH2:13][N:14]([CH2:15][CH2:16][N:17]3[C:18](=[C:22]([C:23]#[N:24])[C:25]#[N:26])[NH:19][CH2:20][CH2:21]3)[C:28]([CH3:27])=[O:29])[o:12]2)[CH2:2][CH2:3][CH2:4][CH2:5][CH2:6]1. The reactants are C([O-])(O)=O.[Na+] (sodium bicarbonate), OC=1C=CC2=C(SC(=C2CC2=CC(=C(C=C2)CN2CCCC2)OC)C2=CC=C(C=C2)N)C1 (6-Hydroxy-3-[3-methoxy-4-[(1-pyrrolidinyl)methyl]benzyl]-2-[4-aminophenyl]benzo[b]thiophene), CN=C=O (methyl isocyanate). Solvent: C1CCOC1 (THF). Product: OC=1C=CC2=C(SC(=C2CC2=CC(=C(C=C2)CN2CCCC2)OC)C2=CC=C(C=C2)NC(=O)NC)C1 (6-Hydroxy-3-[3-methoxy-4-[(1-pyrrolidinyl)methyl)benzyl]-2-[4-(methylaminocarbonylamino)phenyl]benzo[b]thiophene). Reaction SMILES: [OH:1][C:2]1[CH:3]=[CH:4][C:5]2[C:9]([CH2:10][C:11]3[CH:16]=[CH:15][C:14]([CH2:17][N:18]4[CH2:22][CH2:21][CH2:20][CH2:19]4)=[C:13]([O:23][CH3:24])[CH:12]=3)=[C:8]([C:25]3[CH:30]=[CH:29][C:28]([NH2:31])=[CH:27][CH:26]=3)[S:7][C:6]=2[CH:32]=1.C(=O)(O)[O-].[Na+].[CH3:38][N:39]=[C:40]=[O:41]>C1COCC1>[OH:1][C:2]1[CH:3]=[CH:4][C:5]2[C:9]([CH2:10][C:11]3[CH:16]=[CH:15][C:14]([CH2:17][N:18]4[CH2:22][CH2:21][CH2:20][CH2:19]4)=[C:13]([O:23][CH3:24])[CH:12]=3)=[C:8]([C:25]3[CH:26]=[CH:27][C:28]([NH:31][C:40]([NH:39][CH3:38])=[O:41])=[CH:29][CH:30]=3)[S:7][C:6]=2[CH:32]=1 |f:1.2|. Procedure: 6-Hydroxy-3-[3-methoxy-4-[(1-pyrrolidinyl)methyl]benzyl]-2-[4-aminophenyl]benzo[b]thiophene (80 mg) was dissolved in THF (5.0 mL), treated with sodium bicarbonate (45 mg) while stirring at ambient temperature, cooled to 0° C. in an ice bath before treated with methyl isocyanate (42 μL) under argon. The reaction mixture. was stirred at ambient temperature for 24 h and concentrated. Chromatography with Et3N:MeOH:EtOAc (5:10:85) afforded the title compound (50 mg). Reactants: ClC=1C=C(N)C=CC1Cl (3,4-dichloroaniline), C(C(=O)C)(=O)OCC1=CC=CC=C1 (benzyl pyruvate). The product is C(C1=CC=CC=C1)OC([C@@H](NC1=CC(=C(C=C1)Cl)Cl)C)=O (N-(3,4-dichlorophenyl)alanine benzyl ester). Reaction SMILES: [Cl:1][C:2]1[CH:3]=[C:4]([CH:6]=[CH:7][C:8]=1[Cl:9])[NH2:5].[C:10]([O:15][CH2:16][C:17]1[CH:22]=[CH:21][CH:20]=[CH:19][CH:18]=1)(=[O:14])[C:11]([CH3:13])=O>>[CH2:16]([O:15][C:10](=[O:14])[C@H:11]([CH3:13])[NH:5][C:4]1[CH:6]=[CH:7][C:8]([Cl:9])=[C:2]([Cl:1])[CH:3]=1)[C:17]1[CH:22]=[CH:21][CH:20]=[CH:19][CH:18]=1. Procedure: Following General Procedure AA above and using 3,4-dichloroaniline (Aldrich) and benzyl pyruvate (prepared by following General Procedure AO above using benzyl alcohol in place of iso-butanol), the title compound was prepared as an oil. The reaction was monitored by tlc on silica gel (Rf=0.4 in 25% EtOAc/hexanes) and purification was by preparative plate chromatography (silica gel using 25% EtOAc/hexanes as the eluant). Reactants: C(Cl)Cl (methylene chloride), NC1=NC=CC=C1N (2,3-diaminopyridine), Cl.CN1CC(C(=O)O)CCC1 (N-methylnipecotic acid hydrochloride), [OH-].[Na+] (NaOH). Solvent: O (water). Yields the product CN1CC(CCC1)C1=NC=2C(=NC=CC2)N1 (2-(1-methylpiperidin-3-yl)-3H-imidazo-[4,5-b] pyridine). As a reaction SMILES: [NH2:1][C:2]1[C:7]([NH2:8])=[CH:6][CH:5]=[CH:4][N:3]=1.Cl.[CH3:10][N:11]1[CH2:19][CH2:18][CH2:17][CH:13]([C:14](O)=O)[CH2:12]1.[OH-].[Na+].C(Cl)Cl>O>[CH3:10][N:11]1[CH2:19][CH2:18][CH2:17][CH:13]([C:14]2[NH:1][C:2]3=[N:3][CH:4]=[CH:5][CH:6]=[C:7]3[N:8]=2)[CH2:12]1 |f:1.2,3.4|. Reported procedure: Grams 10.9 of 2,3-diaminopyridine and 17,9 g N-methylnipecotic acid hydrochloride are heated at 190° C. for 6 hours. The reaction mixture is cooled and diluted with a small amount of water, then is made alkaline to pH 10 by addition of NaOH and extraction is repeated several times with methylene chloride. The organic extracts, collected together, are evaporated to dryness. The obtained residue, is extracted several times with diethyl ether and the ethereal extracts are evaporated to dryness. The...